From a dataset of the Open Reaction Database (ORD), a public repository of structured organic reaction records. describe an organic reaction: reactants, conditions, products, and yield The reactants are COCCOCCOC, CCOC(C)=O, Cc1nc(Cl)c([N+](=O)[O-])c(NCCOCc2ccncc2)c1C, [H-], [Na+], Oc1ccccc1. Yields the product Cc1nc(Oc2ccccc2)c([N+](=O)[O-])c(NCCOCc2ccncc2)c1C. Reaction SMILES: [CH3:33][O:34][CH2:35][CH2:36][O:37][CH2:38][CH2:39][O:40][CH3:41].[CH3:42][CH2:43][O:44][C:45](=[O:46])[CH3:47].[Cl:10][c:11]1[n:12][c:13]([CH3:32])[c:14]([CH3:31])[c:15]([NH:20][CH2:21][CH2:22][O:23][CH2:24][c:25]2[cH:26][cH:27][n:28][cH:29][cH:30]2)[c:16]1[N+:17](=[O:18])[O-:19].[H-:1].[Na+:2].[OH:3][c:4]1[cH:5][cH:6][cH:7][cH:8][cH:9]1>>[O:3]([c:4]1[cH:5][cH:6][cH:7][cH:8][cH:9]1)[c:11]1[n:12][c:13]([CH3:32])[c:14]([CH3:31])[c:15]([NH:20][CH2:21][CH2:22][O:23][CH2:24][c:25]2[cH:26][cH:27][n:28][cH:29][cH:30]2)[c:16]1[N+:17](=[O:18])[O-:19]. Starting materials: CC1=C(C=CC=C1)O (o-methylphenol), [S-]C#N.[Na+] (sodium thiocyanate), [Na+].[Br-] (NaBr), liquid, BrBr (bromine), C(=O)(O)[O-].[Na+] (NaHCO3). Solvent: CO (methanol), CO (methanol). Reaction conditions: time 3 hour. Product: CC1=C(C=CC(=C1)SC#N)O (2-Methyl-4-thiocyano-phenol). Yield: 67.3%. RXN SMILES: [CH3:1][C:2]1[CH:7]=[CH:6][CH:5]=[CH:4][C:3]=1[OH:8].[S-:9][C:10]#[N:11].[Na+].[Na+].[Br-].BrBr.C([O-])(O)=O.[Na+]>CO>[CH3:1][C:2]1[CH:7]=[C:6]([S:9][C:10]#[N:11])[CH:5]=[CH:4][C:3]=1[OH:8] |f:1.2,3.4,6.7|. Reported procedure: To a 250 ml flask were added 10.8 g o-methylphenol, 26.0 g sodium thiocyanate, 70 ml methanol, added dropwise 100 ml methanol solution containing 10.3 g NaBr, 5.3 ml liquid bromine at 0° C. under N2 atmosphere. The mixture was stirred at room temperature for 3 hours. The mixture was neutralized with saturated NaHCO3 solution, extracted with CH2Cl2 for four times. The extract was dried over anhydrous Na2SO4, filtrated, evaporated and purified by column chromatograph (petroleum ether:ethyl acetate...